The task is: describe an organic reaction: reactants, conditions, products, and yield. This data is from the Open Reaction Database (ORD), a public repository of structured organic reaction records. Starting materials: solid, Cl.Cl.Cl.O1CCC=2C(=NC=CC21)N2CCN(CC2)CC[C@@H]2CC[C@H](CC2)N (trans-4-{2-[4-(2,3-dihydrofuro[3,2-c]pyridin-4-yl)-piperazin-1-yl]-ethyl}-cyclohexanamine trihydrochloride), Cl.Cl.Cl.O1CCC=2C(=NC=CC21)N2CCN(CC2)CC[C@@H]2CC[C@H](CC2)N (trans-4-{2-[4-(2,3-dihydrofuro[3,2-c]pyridin-4-yl)-piperazin-1-yl]-ethyl}-cyclohexanamine trihydrochloride), N1=CC=C(C2=CC=CC=C12)C(=O)O (quinoline-4-carboxylic acid). The product is O1CCC=2C(=NC=CC21)N2CCN(CC2)CC[C@@H]2CC[C@H](CC2)NC(=O)C2=CC=NC1=CC=CC=C21 (Quinoline-4-carboxylic acid trans-(4-{2-[4-(2,3-dihydro-furo[3,2-c]pyridin-4-yl)-piperazin-1-yl]-ethyl}-cyclohexyl)-amide). Reaction SMILES: Cl.Cl.Cl.[O:4]1[C:12]2[CH:11]=[CH:10][N:9]=[C:8]([N:13]3[CH2:18][CH2:17][N:16]([CH2:19][CH2:20][C@H:21]4[CH2:26][CH2:25][C@H:24]([NH2:27])[CH2:23][CH2:22]4)[CH2:15][CH2:14]3)[C:7]=2[CH2:6][CH2:5]1.[N:28]1[C:37]2[C:32](=[CH:33][CH:34]=[CH:35][CH:36]=2)[C:31]([C:38](O)=[O:39])=[CH:30][CH:29]=1>>[O:4]1[C:12]2[CH:11]=[CH:10][N:9]=[C:8]([N:13]3[CH2:18][CH2:17][N:16]([CH2:19][CH2:20][C@H:21]4[CH2:26][CH2:25][C@H:24]([NH:27][C:38]([C:31]5[C:32]6[C:37](=[CH:36][CH:35]=[CH:34][CH:33]=6)[N:28]=[CH:29][CH:30]=5)=[O:39])[CH2:23][CH2:22]4)[CH2:15][CH2:14]3)[C:7]=2[CH2:6][CH2:5]1 |f:0.1.2.3|. Procedure: The title compound, white solid (104 mg, 86%), MS (ISP) m/z=486.5 [(M+H)+], mp 210° C., was prepared in accordance with the general method of example 32 from trans-4-{2-[4-(2,3-dihydrofuro[3,2-c]pyridin-4-yl)-piperazin-1-yl]-ethyl}-cyclohexanamine trihydrochloride (intermediate C) (110 mg, 0.25 mmol) and quinoline-4-carboxylic acid.